From a dataset of the Open Reaction Database (ORD), a public repository of structured organic reaction records. describe an organic reaction: reactants, conditions, products, and yield The reactants are FC1=CC=C(C=C1)C1=CC(=NN1C1=CC=CC=C1)CCC=O (3-(5-(4-fluorophenyl)-1-phenyl-1H-pyrazol-3-yl)-propanal), [BH-](OC(=O)C)(OC(=O)C)OC(=O)C.[Na+] (NaBH(OAc)3), CC=1C=C(C=CC1C)N1CCNCC1 (1-(3,4-dimethylphenyl)piperazine), CCN(C(C)C)C(C)C (DIPEA). Product: FC1=CC=C(C=C1)C1=CC(=NN1C1=CC=CC=C1)CCCN1CCN(CC1)C1=CC(=C(C=C1)C)C (1-(3-(5-(4-fluorophenyl)-1-phenyl-1H-pyrazol-3-yl)propyl)-4-(3,4-dimethylphenyl)piperazine). As a reaction SMILES: [F:1][C:2]1[CH:7]=[CH:6][C:5]([C:8]2[N:12]([C:13]3[CH:18]=[CH:17][CH:16]=[CH:15][CH:14]=3)[N:11]=[C:10]([CH2:19][CH2:20][CH:21]=O)[CH:9]=2)=[CH:4][CH:3]=1.[CH3:23][C:24]1[CH:25]=[C:26]([N:31]2[CH2:36][CH2:35][NH:34][CH2:33][CH2:32]2)[CH:27]=[CH:28][C:29]=1[CH3:30].CCN(C(C)C)C(C)C.[BH-](OC(C)=O)(OC(C)=O)OC(C)=O.[Na+]>>[F:1][C:2]1[CH:7]=[CH:6][C:5]([C:8]2[N:12]([C:13]3[CH:18]=[CH:17][CH:16]=[CH:15][CH:14]=3)[N:11]=[C:10]([CH2:19][CH2:20][CH2:21][N:34]3[CH2:35][CH2:36][N:31]([C:26]4[CH:27]=[CH:28][C:29]([CH3:30])=[C:24]([CH3:23])[CH:25]=4)[CH2:32][CH2:33]3)[CH:9]=2)=[CH:4][CH:3]=1 |f:3.4|. Reported procedure: 60 mg (71%) of target compound was obtained by using a method same as in Example 1 by using 3-(5-(4-fluorophenyl)-1-phenyl-1H-pyrazol-3-yl)-propanal (50 mg, 0.170 mmol), 1-(3,4-dimethylphenyl)piperazine (32 mg, 0.170 mmol), DIPEA (0.030 mL, 0.170 mmol) and NaBH(OAc)3 (108 mg, 0.510 mmol). Starting materials: SCC(=O)O (mercaptoacetic acid), [OH-].[Na+] (sodium hydroxide), C1OC=2C=C3CCCC(C3=CC2O1)=O (6,7-methylenedioxy-1-tetralone), [H-].[Al+3].[Li+].[H-].[H-].[H-] (lithium aluminum hydride), ice water. Run in C(Cl)(Cl)Cl (chloroform), O (water), O (water), O1CCCC1 (tetrahydrofuran), C1=CC=CC=C1 (benzene). Reaction conditions: time 8 hour. Product: C1OC=2C=C3CCCC(C3=CC2O1)SCC(=O)O ({(6,7-Methylenedioxytetralin-1-yl)thio}acetic acid). The yield is 83.3%. RXN SMILES: [CH2:1]1[O:13][C:12]2[CH:11]=[C:10]3[C:5]([CH2:6][CH2:7][CH2:8][C:9]3=O)=[CH:4][C:3]=2[O:2]1.[H-].[Al+3].[Li+].[H-].[H-].[H-].[OH-].[Na+].[SH:23][CH2:24][C:25]([OH:27])=[O:26]>O1CCCC1.C1C=CC=CC=1.C(Cl)(Cl)Cl.O>[CH2:1]1[O:13][C:12]2[CH:11]=[C:10]3[C:5]([CH2:6][CH2:7][CH2:8][CH:9]3[S:23][CH2:24][C:25]([OH:27])=[O:26])=[CH:4][C:3]=2[O:2]1 |f:1.2.3.4.5.6,7.8|. Procedure details: 1.2 g of 6,7-methylenedioxy-1-tetralone was added to a suspension of 0.2 g of lithium aluminum hydride in 20 ml of tetrahydrofuran under cooling with ice. The mixture was stirred at room temperature overnight and cooled with ice/water. 0.2 ml of water, then 0.2 ml of a 15% aqueous sodium hydroxide solution and finally 0.6 ml of water were added thereto. Insoluble substances were removed by filtration. The filtrate was concentrated to obtain a crystalline residue. 1.1 g of mercaptoacetic acid and... The reactants are CC(=O)OC(C)=O, Cc1ccccc1, CCOC(OCC)OCC, CC(O)CC1(N)CCC1, CCOC(=O)CC(=O)c1cc(F)c(F)c(F)c1F. The product is CCOC(=O)C(=CNC1(CC(C)O)CCC1)C(=O)c1cc(F)c(F)c(F)c1F. Reaction SMILES: [CH3:19][C:20]([O:21][C:22]([CH3:23])=[O:24])=[O:25].[CH3:45][c:46]1[cH:47][cH:48][cH:49][cH:50][cH:51]1.[CH:26]([O:27][CH2:28][CH3:29])([O:30][CH2:31][CH3:32])[O:33][CH2:34][CH3:35].[NH2:36][C:37]1([CH2:41][CH:42]([CH3:43])[OH:44])[CH2:38][CH2:39][CH2:40]1.[O:1]=[C:2]([CH2:3][C:4](=[O:5])[O:6][CH2:7][CH3:8])[c:9]1[c:10]([F:18])[c:11]([F:17])[c:12]([F:16])[c:13]([F:15])[cH:14]1>>[O:1]=[C:2]([C:3]([C:4](=[O:5])[O:6][CH2:7][CH3:8])=[CH:19][NH:36][C:37]1([CH2:41][CH:42]([CH3:43])[OH:44])[CH2:38][CH2:39][CH2:40]1)[c:9]1[c:10]([F:18])[c:11]([F:17])[c:12]([F:16])[c:13]([F:15])[cH:14]1.